Dataset: the Open Reaction Database (ORD), a public repository of structured organic reaction records. Task: describe an organic reaction: reactants, conditions, products, and yield The product is CCCc1nc2cc(N(Cc3cccc(C(F)(F)F)c3)S(=O)(=O)c3ccc(F)cc3)ccc2n1CC(=O)OC(C)(C)C. Starting materials: CCCc1nc2cc(NS(=O)(=O)c3ccc(F)cc3)ccc2n1CC(=O)OC(C)(C)C, CC#N, CCOC(C)=O, FC(F)(F)c1cccc(CBr)c1, [K+], [K+], O=C([O-])[O-], O. As a reaction SMILES: [C:19]([CH3:20])([CH3:21])([CH3:22])[O:23][C:24]([CH2:25][n:26]1[c:27]([CH2:46][CH2:47][CH3:48])[n:28][c:29]2[c:30]1[cH:31][cH:32][c:33]([NH:35][S:36](=[O:37])(=[O:38])[c:39]1[cH:40][cH:41][c:42]([F:45])[cH:43][cH:44]1)[cH:34]2)=[O:49].[CH3:50][C:51]#[N:52].[CH3:53][CH2:54][O:55][C:56]([CH3:57])=[O:58].[F:1][C:2]([c:3]1[cH:4][c:5]([CH2:6][Br:7])[cH:8][cH:9][cH:10]1)([F:11])[F:12].[K+:13].[K+:14].[O-:15][C:16]([O-:17])=[O:18].[OH2:59]>>[F:1][C:2]([c:3]1[cH:4][c:5]([CH2:6][N:35]([c:33]2[cH:32][cH:31][c:30]3[n:26]([CH2:25][C:24]([O:23][C:19]([CH3:20])([CH3:21])[CH3:22])=[O:49])[c:27]([CH2:46][CH2:47][CH3:48])[n:28][c:29]3[cH:34]2)[S:36](=[O:37])(=[O:38])[c:39]2[cH:40][cH:41][c:42]([F:45])[cH:43][cH:44]2)[cH:8][cH:9][cH:10]1)([F:11])[F:12].